Dataset: the Open Reaction Database (ORD), a public repository of structured organic reaction records. Task: describe an organic reaction: reactants, conditions, products, and yield Reactants: NC=1C=CC(=C(C1)[C@]1(N=C(OC[C@@H]1F)N)C)F ((4R,5R)-4-(5-amino-2-fluoro-phenyl)-5-fluoro-4-methyl-5,6-dihydro-4H-[1,3]oxazin-2-ylamine), C1(CC1)COC=1C=CC(=NC1)C(=O)O (5-cyclopropylmethoxy-pyridine-2-carboxylic acid). Yields the product NC=1OC[C@@H]([C@@](N1)(C)C=1C=C(C=CC1F)NC(=O)C1=NC=C(C=C1)OCC1CC1)F (5-Cyclopropylmethoxy-pyridine-2-carboxylic acid [3-((4R,5R)-2-amino-5-fluoro-4-methyl-5,6-dihydro-4H-[1,3]oxazin-4-yl)-4-fluoro-phenyl]-amide). As a reaction SMILES: [NH2:1][C:2]1[CH:3]=[CH:4][C:5]([F:17])=[C:6]([C@:8]2([CH3:16])[C@@H:13]([F:14])[CH2:12][O:11][C:10]([NH2:15])=[N:9]2)[CH:7]=1.[CH:18]1([CH2:21][O:22][C:23]2[CH:24]=[CH:25][C:26]([C:29](O)=[O:30])=[N:27][CH:28]=2)[CH2:20][CH2:19]1>>[NH2:15][C:10]1[O:11][CH2:12][C@H:13]([F:14])[C@:8]([C:6]2[CH:7]=[C:2]([NH:1][C:29]([C:26]3[CH:25]=[CH:24][C:23]([O:22][CH2:21][CH:18]4[CH2:20][CH2:19]4)=[CH:28][N:27]=3)=[O:30])[CH:3]=[CH:4][C:5]=2[F:17])([CH3:16])[N:9]=1. Procedure: The condensation of (4R,5R)-4-(5-amino-2-fluoro-phenyl)-5-fluoro-4-methyl-5,6-dihydro-4H-[1,3]oxazin-2-ylamine (intermediate A8.2) and 5-cyclopropylmethoxy-pyridine-2-carboxylic acid following procedure I yielded the title compound as a white foam. MS (ISP): m/z=417.3 [M+H]+. Reactants: NC=1C2=C(N=CN1)C(=CS2)C(=O)NC=2C=C(C(=O)O)C=CC2C (3-(4-Aminothieno[3,2-d]pyrimidine-7-carboxamido)-4-methylbenzoic acid), C(C)N1CCN(CC1)CC1=C(C=C(C=C1)N)C(F)(F)F (4-((4-ethylpiperazin-1-yl)methyl)-3-(trifluoromethyl)benzenamine). The product is NC=1C2=C(N=CN1)C(=CS2)C(=O)NC2=C(C=CC(=C2)C(NC2=CC(=C(C=C2)CN2CCN(CC2)CC)C(F)(F)F)=O)C (4-Amino-N-(5-(4-((4-ethylpiperazin-1-yl)methyl)-3-(trifluoromethyl)phenylcarbamoyl)-2-methylphenyl)thieno[3,2-d]pyrimidine-7-carboxamide). RXN SMILES: [NH2:1][C:2]1[C:3]2[S:10][CH:9]=[C:8]([C:11]([NH:13][C:14]3[CH:15]=[C:16]([CH:20]=[CH:21][C:22]=3[CH3:23])[C:17]([OH:19])=O)=[O:12])[C:4]=2[N:5]=[CH:6][N:7]=1.[CH2:24]([N:26]1[CH2:31][CH2:30][N:29]([CH2:32][C:33]2[CH:38]=[CH:37][C:36]([NH2:39])=[CH:35][C:34]=2[C:40]([F:43])([F:42])[F:41])[CH2:28][CH2:27]1)[CH3:25]>>[NH2:1][C:2]1[C:3]2[S:10][CH:9]=[C:8]([C:11]([NH:13][C:14]3[CH:15]=[C:16]([C:17](=[O:19])[NH:39][C:36]4[CH:37]=[CH:38][C:33]([CH2:32][N:29]5[CH2:28][CH2:27][N:26]([CH2:24][CH3:25])[CH2:31][CH2:30]5)=[C:34]([C:40]([F:43])([F:42])[F:41])[CH:35]=4)[CH:20]=[CH:21][C:22]=3[CH3:23])=[O:12])[C:4]=2[N:5]=[CH:6][N:7]=1. Reported procedure: The procedure of Step 5 of Example 1 was repeated except for using 3-(4-aminothieno[3,2-d]pyrimidine-7-carboxamido)-4-methylbenzoic acid obtained in Step 4 of Example 8 and 4-((4-ethylpiperazin-1-yl)methyl)-3-(trifluoromethyl)benzenamine to obtain the title compound (see Table 1). Starting materials: C(C1=CC=CC=C1)N1C2CC3=C(C(CC1)(C2=O)C(=O)OC)C=C(C=C3)OC (3-Benzyl-6-carbomethoxy-8-methoxy-11-oxo-1,2,3,4,5,6-hexahydro-2,6-methano-3-benzazocine), hydrogen fumarate salt, C(C)(=O)O (acetic acid), [H][H] (hydrogen). The reagents and catalysts are [Pd] (palladium on carbon). Solvent: C(CC)O (1-propanol). Product: C(\C=C\C(=O)O)(=O)O.C(=O)(OC)C12CCN(C(CC3=C1C=C(C=C3)OC)C2=O)C (6-Carbomethoxy-8-methoxy-3-methyl-11-oxo-1,2,3,4,5,6-hexahydro-2,6-methano-3-benzazocine hydrogen fumarate). As a reaction SMILES: [CH2:1]([N:8]1[CH2:15][CH2:14][C:13]2([C:18]([O:20][CH3:21])=[O:19])[C:16](=[O:17])[CH:9]1[CH2:10][C:11]1[CH:25]=[CH:24][C:23]([O:26][CH3:27])=[CH:22][C:12]=12)C1C=CC=CC=1.[C:28]([OH:31])(=[O:30])[CH3:29].[H][H]>[Pd].C(O)CC>[C:18]([OH:20])(=[O:19])/[CH:13]=[CH:29]/[C:28]([OH:31])=[O:30].[C:18]([C:13]12[C:16](=[O:17])[CH:9]([CH2:10][C:11]3[CH:25]=[CH:24][C:23]([O:26][CH3:27])=[CH:22][C:12]=31)[N:8]([CH3:1])[CH2:15][CH2:14]2)([O:20][CH3:21])=[O:19] |f:5.6|. Procedure: Material V (0.01 m) in 50 ml. acetic acid was hydrogenated at 40 psi using 300 mg 10% palladium on carbon as catalyst until hydrogen uptake stopped (~100% theoretical observed). The catalyst was removed by filtration and the filtrate concentrated. The residue was treated with dilute potassium carbonate and extracted with methylene chloride to give an oil which was converted to a hydrogen fumarate salt in 1-propanol; mp 168°-171° C. Starting materials: [BH4-], CCO, Cl, [Na+], O, CC(C=O)C1CCC2C3C(O)CC4=CC(=O)C=CC4(C)C3CCC12C. Yields the product CC(CO)C1CCC2C3C(O)CC4=CC(=O)C=CC4(C)C3CCC12C. Reaction SMILES: [BH4-:29].[CH3:1][CH2:2][OH:3].[ClH:31].[Na+:30].[OH2:32].[OH:4][CH:5]1[CH:6]2[CH:7]3[CH2:8][CH2:9][CH:10]([CH:11]([CH3:12])[CH:13]=[O:14])[C:15]3([CH3:28])[CH2:16][CH2:17][CH:18]2[C:19]2([CH3:27])[CH:20]=[CH:21][C:22](=[O:26])[CH:23]=[C:24]2[CH2:25]1>>[OH:4][CH:5]1[CH:6]2[CH:7]3[CH2:8][CH2:9][CH:10]([CH:11]([CH3:12])[CH2:13][OH:14])[C:15]3([CH3:28])[CH2:16][CH2:17][CH:18]2[C:19]2([CH3:27])[CH:20]=[CH:21][C:22](=[O:26])[CH:23]=[C:24]2[CH2:25]1. Reactants: C1CCOC1, Cl, [Na+], [OH-], CCOC(=O)Cc1ccc(Nc2nc3ccccc3o2)c(Cl)n1. Yields the product O=C(O)Cc1ccc(Nc2nc3ccccc3o2)c(Cl)n1. RXN SMILES: [CH2:26]1[O:27][CH2:28][CH2:29][CH2:30]1.[ClH:31].[Na+:25].[OH-:24].[o:1]1[c:2]([NH:10][c:11]2[c:12]([Cl:23])[n:13][c:14]([CH2:17][C:18](=[O:19])[O:20][CH2:21][CH3:22])[cH:15][cH:16]2)[n:3][c:4]2[c:5]1[cH:6][cH:7][cH:8][cH:9]2>>[o:1]1[c:2]([NH:10][c:11]2[c:12]([Cl:23])[n:13][c:14]([CH2:17][C:18](=[O:19])[OH:20])[cH:15][cH:16]2)[n:3][c:4]2[c:5]1[cH:6][cH:7][cH:8][cH:9]2. The reactants are C[C@@H]1N(CCC1)C=1C(NC2=CC=C(C=C2N1)C(=O)OC)=O (methyl 3-[(2S)-2-methylpyrrolidin-1-yl]-2-oxo-1,2-dihydroquinoxaline-6-carboxylate), P(=O)(Cl)(Cl)Cl (phosphorus oxychloride). The product is ClC1=NC2=CC=C(C=C2N=C1N1[C@H](CCC1)C)C(=O)OC (methyl 2-chloro-3-[(2S)-2-methylpyrrolidin-1-yl]quinoxaline-6-carboxylate). The yield is 80.0%. As a reaction SMILES: [CH3:1][C@H:2]1[CH2:6][CH2:5][CH2:4][N:3]1[C:7]1[C:8](=O)[NH:9][C:10]2[C:15]([N:16]=1)=[CH:14][C:13]([C:17]([O:19][CH3:20])=[O:18])=[CH:12][CH:11]=2.P(Cl)(Cl)([Cl:24])=O>>[Cl:24][C:8]1[C:7]([N:3]2[CH2:4][CH2:5][CH2:6][C@@H:2]2[CH3:1])=[N:16][C:15]2[C:10](=[CH:11][CH:12]=[C:13]([C:17]([O:19][CH3:20])=[O:18])[CH:14]=2)[N:9]=1. Procedure: The solution of methyl 3-[(2S)-2-methylpyrrolidin-1-yl]-2-oxo-1,2-dihydroquinoxaline-6-carboxylate (5.9 g, 20.54 mmol,) in phosphorus oxychloride (100 mL) was stirred overnight at 120° C. in an oil bath. The reaction mixture was concentrated in vacuo and diluted with dichloromethane (500 mL) and ice-water (500 mL), adjusted to pH 7 with NaHCO3 solution. The solution was extracted with dichloromethane (3×200 mL) and the organic layers combined, dried over anhydrous sodium sulfate and concentrated... Reactants: CO, COC(=O)c1cccc(NC(=O)NCC(=O)N2C(C(=O)OC(C)(C)C)CC(S(=O)(=O)c3ccc([N+](=O)[O-])cc3)C2c2ccccc2F)c1, [K+], [OH-], O. Yields the product CC(C)(C)OC(=O)C1CC(S(=O)(=O)c2ccc([N+](=O)[O-])cc2)C(c2ccccc2F)N1C(=O)CNC(=O)Nc1cccc(C(=O)O)c1. Reaction SMILES: [CH3:51][OH:52].[F:1][c:2]1[c:3]([CH:8]2[CH:9]([S:37](=[O:38])(=[O:39])[c:40]3[cH:41][cH:42][c:43]([N+:46](=[O:47])[O-:48])[cH:44][cH:45]3)[CH2:10][CH:11]([C:30](=[O:31])[O:32][C:33]([CH3:34])([CH3:35])[CH3:36])[N:12]2[C:13]([CH2:14][NH:15][C:16](=[O:17])[NH:18][c:19]2[cH:20][c:21]([C:25](=[O:26])[O:27][CH3:28])[cH:22][cH:23][cH:24]2)=[O:29])[cH:4][cH:5][cH:6][cH:7]1.[K+:50].[OH-:49].[OH2:53]>>[F:1][c:2]1[c:3]([CH:8]2[CH:9]([S:37](=[O:38])(=[O:39])[c:40]3[cH:41][cH:42][c:43]([N+:46](=[O:47])[O-:48])[cH:44][cH:45]3)[CH2:10][CH:11]([C:30](=[O:31])[O:32][C:33]([CH3:34])([CH3:35])[CH3:36])[N:12]2[C:13]([CH2:14][NH:15][C:16](=[O:17])[NH:18][c:19]2[cH:20][c:21]([C:25](=[O:26])[OH:27])[cH:22][cH:23][cH:24]2)=[O:29])[cH:4][cH:5][cH:6][cH:7]1. The product is BrCC(=O)C=1C=C(NS(=O)(=O)C)C=CC1F (3'-(2-bromoacetyl)-4'-fluoromethanesulfonanilide). Solvent: C(C)(=O)O (acetic acid). Procedure: 3'-Acetyl-4'-fluoromethanesulfonanilide (32 g) was dissolved in 250 ml of acetic acid, then 22.1 g of bromine was dropped thereinto gradually at room temperature and the mixture was made to react at room temperature for 3 hours. The reaction mixture was added to ice water and the mixture-was extracted with ethyl acetate. The extract was washed with aqueous solution of sodium bicarbonate, then with water, dried and the solvent was evaporated therefrom followed by crystallizing from diisopropyl et... As a reaction SMILES: [C:1]([C:4]1[CH:5]=[C:6]([CH:12]=[CH:13][C:14]=1[F:15])[NH:7][S:8]([CH3:11])(=[O:10])=[O:9])(=[O:3])[CH3:2].[Br:16]Br>C(O)(=O)C>[Br:16][CH2:2][C:1]([C:4]1[CH:5]=[C:6]([CH:12]=[CH:13][C:14]=1[F:15])[NH:7][S:8]([CH3:11])(=[O:10])=[O:9])=[O:3]. The reactants are BrBr (bromine), C(C)(=O)C=1C=C(NS(=O)(=O)C)C=CC1F (3'-Acetyl-4'-fluoromethanesulfonanilide), ice water. The yield is 88.6%. Starting materials: [BH3-]C#N, ClCCCl, [I-], [I-], Cn1cccc1C(=O)c1cccc([N+](=O)[O-])c1, [Na+], [Zn+2]. Product: Cn1cccc1Cc1cccc([N+](=O)[O-])c1. As a reaction SMILES: [C:18]([BH3-:19])#[N:20].[Cl:25][CH2:26][CH2:27][Cl:28].[I-:22].[I-:24].[N+:1](=[O:2])([O-:3])[c:4]1[cH:5][c:6]([C:7](=[O:8])[c:9]2[n:10]([CH3:14])[cH:11][cH:12][cH:13]2)[cH:15][cH:16][cH:17]1.[Na+:21].[Zn+2:23]>>[N+:1](=[O:2])([O-:3])[c:4]1[cH:5][c:6]([CH2:7][c:9]2[n:10]([CH3:14])[cH:11][cH:12][cH:13]2)[cH:15][cH:16][cH:17]1. Reactants: N[C@@H](CCC(N)=O)C(=O)N[C@@H](C)C(=O)O.CC[C@H](C)[C@@H]1[C@H](CC(=O)O[C@H](C(=O)[C@@H](C(=O)N[C@H](C(=O)N2CCC[C@H]2C(=O)N([C@H](C(=O)O[C@@H]([C@@H](C(=O)N1)NC(=O)[C@@H](CC(C)C)NC)C)CC=3C=CC(=CC3)OC)C)CC(C)C)C)C(C)C)O (L-Gln-L-Ala didemnin A). The reagents and catalysts are [Pd] (Pd/C). Solvent: C(C)(C)O (isopropyl alcohol). Conditions: time 3 hour. Product: N[C@@H](CCC(N)=O)C(=O)N[C@@H](C)C(=O)O (L-Gln-L-Ala). As a reaction SMILES: [NH2:1][C@H:2]([C:8]([NH:10][C@H:11]([C:13]([OH:15])=[O:14])[CH3:12])=[O:9])[CH2:3][CH2:4][C:5](=[O:7])[NH2:6].CC[C@@H]([C@H]1NC(=O)[C@@H](NC([C@H](NC)CC(C)C)=O)[C@@H](C)OC(=O)[C@H](CC2C=CC(OC)=CC=2)N(C)C(=O)[C@H]2N(CCC2)C(=O)[C@H](CC(C)C)NC(=O)[C@@H](C)C(=O)[C@H](C(C)C)OC(=O)C[C@@H]1O)C>C(O)(C)C.[Pd]>[NH2:1][C@H:2]([C:8]([NH:10][C@H:11]([C:13]([OH:15])=[O:14])[CH3:12])=[O:9])[CH2:3][CH2:4][C:5](=[O:7])[NH2:6] |f:0.1|. Procedure: The protected form of L-Gln-L-Ala-didemnin A. (1.20 mg, 0.90 umol) was dissolved in isopropyl alcohol (0.05 mL) and 10% Pd/C catalyst (0.80 mg) was added. The solution was hydrogenated for 3 h, then the catalyst was removed by filtration over celite and solvent was removed to afford L-Gln-L-Ala-DA (0.75 mg, 87%); FABMS 1142.7 (M+H); HRFABMS Calcd for C57H92N9O15 (M+H) 1142.6717, Found 1142.6713.